From a dataset of the Open Reaction Database (ORD), a public repository of structured organic reaction records. describe an organic reaction: reactants, conditions, products, and yield The reactants are C(C#C)NC(=O)C=1C=C(C=CC1)S(=O)(=O)OC[C@@](C([C@@H](NC([C@@H](NC([C@@H](NC([C@@H](NC(CN1CCOCC1)=O)CCC1=CC=CC=C1)=O)CC(C)C)=O)CC1=CC=CC=C1)=O)CC(C)C)=O)(C)O ((4S,7S,10S,13S,15R)-10-Benzyl-15-hydroxy-7,13-diisobutyl-15-methyl-1-morpholino-2,5,8,11,14-pentaoxo-4-phenethyl-3,6,9,12-tetraazahexadecan-16-yl 3-(prop-2-yn-1-ylcarbamoyl)benzenesulfonate), C(C#C)OC1=CC(=C(C(=C1)OC)S(=O)(=O)Cl)OC (4-(propargyloxy)-2,6-dimethoxybenzene-1-sulfonyl chloride), C(CCCC)(=O)N (pentanamide). Product: COC1=C(C(=CC(=C1)OCC#C)OC)S(=O)(=O)OCC(C([C@@H](NC([C@@H](NC([C@@H](NC([C@@H](NC(CN1CCOCC1)=O)CCC1=CC=CC=C1)=O)CC(C)C)=O)CC1=CC=CC=C1)=O)CC(C)C)=O)(C)O ((4S,7S,10S,13S)-10-Benzyl-15-hydroxy-7,13-diisobutyl-15-methyl-1-morpholino-2,5,8,11,14-pentaoxo-4-phenethyl-3,6,9,12-tetraazahexadecan-16-yl 2,6-dimethoxy-4-(prop-2-yn-1-yloxy)benzenesulfonate). As a reaction SMILES: C(NC(C1C=C(S([O:16][CH2:17][C@:18]([OH:68])([CH3:67])[C:19](=[O:66])[C@H:20]([CH2:62][CH:63]([CH3:65])[CH3:64])[NH:21][C:22](=[O:61])[C@H:23]([CH2:54][C:55]2[CH:60]=[CH:59][CH:58]=[CH:57][CH:56]=2)[NH:24][C:25](=[O:53])[C@H:26]([CH2:49][CH:50]([CH3:52])[CH3:51])[NH:27][C:28](=[O:48])[C@H:29]([CH2:40][CH2:41][C:42]2[CH:47]=[CH:46][CH:45]=[CH:44][CH:43]=2)[NH:30][C:31](=[O:39])[CH2:32][N:33]2[CH2:38][CH2:37][O:36][CH2:35][CH2:34]2)(=O)=O)C=CC=1)=O)C#C.[CH2:69]([O:72][C:73]1[CH:78]=[C:77]([O:79][CH3:80])[C:76]([S:81](Cl)(=[O:83])=[O:82])=[C:75]([O:85][CH3:86])[CH:74]=1)[C:70]#[CH:71].C(N)(=O)CCCC>>[CH3:80][O:79][C:77]1[CH:78]=[C:73]([O:72][CH2:69][C:70]#[CH:71])[CH:74]=[C:75]([O:85][CH3:86])[C:76]=1[S:81]([O:16][CH2:17][C:18]([OH:68])([CH3:67])[C:19](=[O:66])[C@H:20]([CH2:62][CH:63]([CH3:64])[CH3:65])[NH:21][C:22](=[O:61])[C@H:23]([CH2:54][C:55]1[CH:60]=[CH:59][CH:58]=[CH:57][CH:56]=1)[NH:24][C:25](=[O:53])[C@H:26]([CH2:49][CH:50]([CH3:52])[CH3:51])[NH:27][C:28](=[O:48])[C@H:29]([CH2:40][CH2:41][C:42]1[CH:47]=[CH:46][CH:45]=[CH:44][CH:43]=1)[NH:30][C:31](=[O:39])[CH2:32][N:33]1[CH2:38][CH2:37][O:36][CH2:35][CH2:34]1)(=[O:83])=[O:82]. Procedure: Prepared in a similar manner to compound 13, except from 4-(propargyloxy)-2,6-dimethoxybenzene-1-sulfonyl chloride and (S)—N—((S)-1-(((2R,4S)-1,2-dihydroxy-2,6-dimethyl-3-oxoheptan-4-yl)amino)-1-oxo-3-phenylpropan-2-yl)-4-methyl-2-((S)-242-morpholinoacetamido)-4-phenylbutanamido)pentanamide. Starting materials: C(=O)(C(F)(F)F)O (TFA), C(=O)(O)[O-].[Na+] (NaHCO3), C(N)(=O)C1(CC1)C1=C(CCC2=NC(=NC=C2C)NC=2C=CC(=NC2)C2CCN(CC2)C(=O)OC(C)(C)C)C=CC=C1 (tert-butyl 4-(5-((4-(2-(1-carbamoylcyclopropyl)phenethyl)-5-methylpyrimidin-2-yl)amino)pyridin-2-yl)piperidine-1-carboxylate), C(=O)(C(F)(F)F)O (TFA), [OH-].[Na+] (NaOH). Run in C(Cl)Cl (DCM). Conditions: time 4 hour. Yields the product CC=1C(=NC(=NC1)NC=1C=NC(=CC1)C1CCNCC1)CCC1=C(C=CC=C1)C1(CC1)C(=O)N (1-(2-(2-(5-Methyl-2-((6-(piperidin-4-yl)pyridin-3-yl)amino)pyrimidin-4-yl)ethyl)phenyl)cyclopropanecarboxamide), solid. Yield: 79.0%. Reaction SMILES: [C:1]([C:4]1([C:7]2[CH:41]=[CH:40][CH:39]=[CH:38][C:8]=2[CH2:9][CH2:10][C:11]2[C:16]([CH3:17])=[CH:15][N:14]=[C:13]([NH:18][C:19]3[CH:20]=[CH:21][C:22]([CH:25]4[CH2:30][CH2:29][N:28](C(OC(C)(C)C)=O)[CH2:27][CH2:26]4)=[N:23][CH:24]=3)[N:12]=2)[CH2:6][CH2:5]1)(=[O:3])[NH2:2].C(O)(C(F)(F)F)=O.C([O-])(O)=O.[Na+].[OH-].[Na+]>C(Cl)Cl>[CH3:17][C:16]1[C:11]([CH2:10][CH2:9][C:8]2[CH:38]=[CH:39][CH:40]=[CH:41][C:7]=2[C:4]2([C:1]([NH2:2])=[O:3])[CH2:6][CH2:5]2)=[N:12][C:13]([NH:18][C:19]2[CH:24]=[N:23][C:22]([CH:25]3[CH2:30][CH2:29][NH:28][CH2:27][CH2:26]3)=[CH:21][CH:20]=2)=[N:14][CH:15]=1 |f:2.3,4.5|. Reported procedure: A solution of tert-butyl 4-(5-((4-(2-(1-carbamoylcyclopropyl)phenethyl)-5-methylpyrimidin-2-yl)amino)pyridin-2-yl)piperidine-1-carboxylate A45 (0.200 g, 0.359 mmol) in DCM (10 mL) was treated with TFA (0.41 mL, 5.4 mmol) and stirred at room temperature for 4 hours. An extra aliquot of TFA (0.14 mL, 1.8 mmol) was added to the reaction mixture and stirring was continued for 1 hour at room temperature. Sat. aq. NaHCO3 (˜20 mL) was carefully added to the mixture followed by aq. NaOH (2 M, ˜20 mL). D... Reactants: [OH-].[Na+] (sodium hydroxide), CN(C=1C=C(C=CC1O)C=1N=NN(N1)CC1=CC=C(C(=O)OC)C=C1)C (methyl 4-[5-(3-dimethylamino-4-hydroxyphenyl)tetrazol-2-ylmethyl]benzoate), CO (methanol). Reaction conditions: temperature 50 celsius, time 1 hour. Product: CN(C=1C=C(C=CC1OC(C(C)(C)C)=O)C=1N=NN(N1)CC1=CC=C(C(=O)O)C=C1)C (4-[5-(3-Dimethylamino-4-pivaloyloxyphenyl)tetrazol-2-ylmethyl]benzoic acid). Isolated yield 12.0%. Reaction SMILES: [OH-:1].[Na+].[CH3:3][N:4]([CH3:28])[C:5]1[CH:6]=[C:7]([C:12]2[N:13]=[N:14][N:15]([CH2:17][C:18]3[CH:27]=[CH:26][C:21]([C:22]([O:24]C)=[O:23])=[CH:20][CH:19]=3)[N:16]=2)[CH:8]=[CH:9][C:10]=1O.[CH3:29][OH:30]>>[CH3:3][N:4]([CH3:28])[C:5]1[CH:6]=[C:7]([C:12]2[N:13]=[N:14][N:15]([CH2:17][C:18]3[CH:27]=[CH:26][C:21]([C:22]([OH:24])=[O:23])=[CH:20][CH:19]=3)[N:16]=2)[CH:8]=[CH:9][C:10]=1[O:1][C:29](=[O:30])[C:7]([CH3:12])([CH3:8])[CH3:6] |f:0.1|. Procedure details: To a solution of aqueous 10% sodium hydroxide (0.67 ml) in methanol (5 ml) was added methyl 4-[5-(3-dimethylamino-4-hydroxyphenyl)tetrazol-2-ylmethyl]benzoate (296 mg) obtained in reference example 6. The mixture was heated at 50° C. for 1 h, and the solvent was evaporated. To the residue were added acetone (10 ml) and H2O (10 ml), and pivaloyl chloride (150 mg) was added dropwise to it under ice cooling. The mixture was stirred at the same temperature for 1 h, acidified with aqueous citric acid... Reactants: COC1=CC=C2C(=CC=NC2=C1)C(O)C1=CC=C(C=C1)[N+](=O)[O-] ((7-methoxyquinolin-4-yl)(4-nitrophenyl)methanol), O.O.[Sn](Cl)Cl (tin(II) chloride dihydrate), O.O.[Sn](Cl)Cl (tin(II) chloride dihydrate). The solvent is CO (MeOH). Conditions: temperature 60 celsius, time 1 hour. Yields the product COC1=CC=C2C(=CC=NC2=C1)CC1=CC=C(C=C1)N (4-((7-Methoxyquinolin-4-yl)methyl)benzenamine). As a reaction SMILES: [CH3:1][O:2][C:3]1[CH:12]=[C:11]2[C:6]([C:7]([CH:13]([C:15]3[CH:20]=[CH:19][C:18]([N+:21]([O-])=O)=[CH:17][CH:16]=3)O)=[CH:8][CH:9]=[N:10]2)=[CH:5][CH:4]=1.O.O.[Sn](Cl)Cl>CO>[CH3:1][O:2][C:3]1[CH:12]=[C:11]2[C:6]([C:7]([CH2:13][C:15]3[CH:16]=[CH:17][C:18]([NH2:21])=[CH:19][CH:20]=3)=[CH:8][CH:9]=[N:10]2)=[CH:5][CH:4]=1 |f:1.2.3|. Procedure details: A mixture of (7-methoxyquinolin-4-yl)(4-nitrophenyl)methanol (0.187 g, 0.603 mmol) and tin(II) chloride dihydrate (0.823 g, 3.62 mmol) in MeOH (10 mL) was heated to 60° C. After 1 hr, an additional 5 eq of tin(II) chloride dihydrate was added. After 3 hrs, the mixture was concentrated in vacuo and diluted with EtOAc and water. Saturated NaHCO3 was added until the aqueous layer was basic. The resulting suspension was filtered and the solids washed with EtOAc. The organic fraction was washed with ... The reactants are N=C=N (carbodiimide), sulfonamide, C(CC)NC(=O)/C=C/C1=CC=C2C=CN(C2=C1)CC1=C(C=C(C(=O)O)C=C1)OC (E-4-[6-[2-(propylcarbamoyl)vinyl]indol-1-ylmethyl]-3-methoxybenzoic acid), Cl.CN(CCCN=C=NCC)C (1-(3-dimethylaminopropyl)-3-ethylcarbodiimide hydrochloride), CC1=C(C=CC=C1)S(=O)(=O)N (2-methylbenzenesulfonamide). The reagents and catalysts are CN(C1=CC=NC=C1)C (4-dimethylaminopyridine), CN(C1=CC=NC=C1)C (4-dimethylaminopyridine). Solvent: C(Cl)Cl (methylene chloride), C(Cl)Cl (methylene chloride). Run at time 18 hour. Yields the product C(CC)NC(=O)/C=C/C1=CC=C2C=CN(C2=C1)CC1=C(C=C(C(=O)NS(=O)(=O)C2=C(C=CC=C2)C)C=C1)OC (E-4-[6-[2-(Propylcarbamoyl)vinyl]indol-1-ylmethyl]-3-methoxy-N-(2-methylphenylsulfonyl)benzamide). The yield is 71.0%. As a reaction SMILES: [CH2:1]([NH:4][C:5](/[CH:7]=[CH:8]/[C:9]1[CH:17]=[C:16]2[C:12]([CH:13]=[CH:14][N:15]2[CH2:18][C:19]2[CH:27]=[CH:26][C:22]([C:23]([OH:25])=O)=[CH:21][C:20]=2[O:28][CH3:29])=[CH:11][CH:10]=1)=[O:6])[CH2:2][CH3:3].Cl.CN(C)CCCN=C=NCC.[CH3:42][C:43]1[CH:48]=[CH:47][CH:46]=[CH:45][C:44]=1[S:49]([NH2:52])(=[O:51])=[O:50].N=C=N>CN(C)C1C=CN=CC=1.C(Cl)Cl>[CH2:1]([NH:4][C:5](/[CH:7]=[CH:8]/[C:9]1[CH:17]=[C:16]2[C:12]([CH:13]=[CH:14][N:15]2[CH2:18][C:19]2[CH:27]=[CH:26][C:22]([C:23]([NH:52][S:49]([C:44]3[CH:45]=[CH:46][CH:47]=[CH:48][C:43]=3[CH3:42])(=[O:50])=[O:51])=[O:25])=[CH:21][C:20]=2[O:28][CH3:29])=[CH:11][CH:10]=1)=[O:6])[CH2:2][CH3:3] |f:1.2|. Procedure: A mixture of E-4-[6-[2-(propylcarbamoyl)vinyl]indol-1-ylmethyl]-3-methoxybenzoic acid (0.76 g), 4-dimethylaminopyridine (0.26 g), 1-(3-dimethylaminopropyl)-3-ethylcarbodiimide hydrochloride (0.41 g), and 2-methylbenzenesulfonamide (0.36 g) in methylene chloride (20 ml) was stirred under an atmosphere of nitrogen for 18 hr. Further quantities of 4-dimethylaminopyridine (0.026 g), the carbodiimide (0.041 g), and the sulfonamide (0.036 g) were added, and stirring was continued for a further 5 hr. T...